This data is from the Open Reaction Database (ORD), a public repository of structured organic reaction records. The task is: describe an organic reaction: reactants, conditions, products, and yield The reactants are BrC1=NC=C(C=C1)Br (2,5-dibromopyridine), CN1CC(CCC1)O (N-methylpiperidin-3-ol), ( b ). The product is CN1CC(CCC1)OC1=NC=C(C=C1)Br (2-(N-Methylpiperidin-3-yloxy)-5-bromopyridine). RXN SMILES: Br[C:2]1[CH:7]=[CH:6][C:5]([Br:8])=[CH:4][N:3]=1.[CH3:9][N:10]1[CH2:15][CH2:14][CH2:13][CH:12]([OH:16])[CH2:11]1>>[CH3:9][N:10]1[CH2:15][CH2:14][CH2:13][CH:12]([O:16][C:2]2[CH:7]=[CH:6][C:5]([Br:8])=[CH:4][N:3]=2)[CH2:11]1. Procedure: Prepared from 2,5-dibromopyridine and N-methylpiperidin-3-ol by the method of Example 10 (b). Procedure: The title compound (47 mg) was prepared from 3-(4-chloro-phenyl)-4,5,7,8-tetrahydro-1H-1,2,6-triaza-azulene-6-carboxylic acid tert-butyl ester (Example 103, Step B; 0.30 mmol) using chloro-cyclooctane (1.0 mmol) in place of chloro-cyclobutane according to Example 238. The reaction sequence also yielded 3-(4-chloro-phenyl)-2-cyclooctyl-1,4,5,6,7,8-hexahydro-1,2,6-triaza-azulene-6-carboxylic acid tert-butyl ester in the alkylation step. MS (ESI): exact mass calculated for C21H28ClN3, 357.20. found... Yields the product ClC1=CC=C(C=C1)C1=NN(C=2CCNCCC12)C1CCCCCCC1 (3-(4-Chloro-phenyl)-1-cyclooctyl-1,4,5,6,7,8-hexahydro-1,2,6-triaza-azulene). The yield is 43.8%. Reaction SMILES: C(OC([N:8]1[CH2:17][CH2:16][C:15]2[NH:14][N:13]=[C:12]([C:18]3[CH:23]=[CH:22][C:21]([Cl:24])=[CH:20][CH:19]=3)[C:11]=2[CH2:10][CH2:9]1)=O)(C)(C)C.Cl[CH:26]1[CH2:33][CH2:32][CH2:31][CH2:30][CH2:29][CH2:28][CH2:27]1.C(OC(N1CCC2NN(C3CCCCCCC3)C(C3C=CC(Cl)=CC=3)C=2CC1)=O)(C)(C)C>>[Cl:24][C:21]1[CH:20]=[CH:19][C:18]([C:12]2[C:11]3[CH2:10][CH2:9][NH:8][CH2:17][CH2:16][C:15]=3[N:14]([CH:26]3[CH2:33][CH2:32][CH2:31][CH2:30][CH2:29][CH2:28][CH2:27]3)[N:13]=2)=[CH:23][CH:22]=1. Starting materials: C(C)(C)(C)OC(=O)N1CCC=2C(=NNC2CC1)C1=CC=C(C=C1)Cl (3-(4-chloro-phenyl)-4,5,7,8-tetrahydro-1H-1,2,6-triaza-azulene-6-carboxylic acid tert-butyl ester), ClC1CCCCCCC1 (chloro-cyclooctane), C(C)(C)(C)OC(=O)N1CCC=2C(N(NC2CC1)C1CCCCCCC1)C1=CC=C(C=C1)Cl (3-(4-chloro-phenyl)-2-cyclooctyl-1,4,5,6,7,8-hexahydro-1,2,6-triaza-azulene-6-carboxylic acid tert-butyl ester). Starting materials: Cl.C(C)OC(=O)[C@@H](CCC1=CC=CC=C1)N[C@H]1COC2=C(N(C1=O)CC(=O)O)C=CC=C2 (3(S)-[1(R)-ethoxycarbonyl-3-phenylpropyl]amino-4-oxo -2,3,4,5-tetrahydro-1,5-benzoxazepine-5-acetic acid hydrochloride), Cl (hydrochloric acid). Solvent: C(C)O (ethanol), [OH-].[Na+] (sodium hydroxide). Reaction conditions: time 2 hour. The product is C(=O)(O)[C@@H](CCC1=CC=CC=C1)N[C@H]1COC2=C(N(C1=O)CC(=O)O)C=CC=C2 (3(S)-[1(R)-carboxy-3-phenylpropyl]amino-4-oxo-2,3,4,5-tetrahydro-1,5-benzoxazepine-5-acetic acid). Yield: 23.2%. Reaction SMILES: Cl.C([O:4][C:5]([C@H:7]([NH:16][C@@H:17]1[C:23](=[O:24])[N:22]([CH2:25][C:26]([OH:28])=[O:27])[C:21]2[CH:29]=[CH:30][CH:31]=[CH:32][C:20]=2[O:19][CH2:18]1)[CH2:8][CH2:9][C:10]1[CH:15]=[CH:14][CH:13]=[CH:12][CH:11]=1)=[O:6])C.Cl>C(O)C.[OH-].[Na+]>[C:5]([C@H:7]([NH:16][C@@H:17]1[C:23](=[O:24])[N:22]([CH2:25][C:26]([OH:28])=[O:27])[C:21]2[CH:29]=[CH:30][CH:31]=[CH:32][C:20]=2[O:19][CH2:18]1)[CH2:8][CH2:9][C:10]1[CH:11]=[CH:12][CH:13]=[CH:14][CH:15]=1)([OH:6])=[O:4] |f:0.1,4.5|. Reported procedure: In a mixture of 1 ml of ethanol and 4 ml of sodium hydroxide solution (1N) is dissolved 0.15 g of 3(S)-[1(R)-ethoxycarbonyl-3-phenylpropyl]amino-4-oxo-2,3,4,5-tetrahydro-1,5-benzoxazepine-5-acetic acid hydrochloride obtained in Example 17, and the resulting mixture is allowed to stand for 2 hours and acidified slightly with 1N hydrochloric acid. The deposited powder is collected by filtration, dried and dissolved in 10 ml of ethanol. The insoluble substance is filtered off and filtrate is dried ... Reactants: C[Mg]Br (methylmagnesium bromide), CCOCC (Et2O), FC=1C=C(C=CC1)C1=C(N=C2N(C1=O)C(=CC=C2)C)C=O (3-(3-fluorophenyl)-6-methyl-4-oxo-4H-pyrido[1,2-a]-pyrimidine-2-carbaldehyde). Run in C1CCOC1 (THF). Reaction conditions: time 5 hour. Yields the product FC=1C=C(C=CC1)C1=C(N=C2N(C1=O)C(=CC=C2)C)C(C)O (3-(3-fluorophenyl)-2-(1-hydroxyethyl)-6-methyl-4H-pyrido[1,2-a]pyrimidin-4-one). Reaction SMILES: [F:1][C:2]1[CH:3]=[C:4]([C:8]2[C:13](=[O:14])[N:12]3[C:15]([CH3:19])=[CH:16][CH:17]=[CH:18][C:11]3=[N:10][C:9]=2[CH:20]=[O:21])[CH:5]=[CH:6][CH:7]=1.[CH3:22][Mg]Br.CCOCC>C1COCC1>[F:1][C:2]1[CH:3]=[C:4]([C:8]2[C:13](=[O:14])[N:12]3[C:15]([CH3:19])=[CH:16][CH:17]=[CH:18][C:11]3=[N:10][C:9]=2[CH:20]([OH:21])[CH3:22])[CH:5]=[CH:6][CH:7]=1. Procedure details: To a stirring suspension of 3-(3-fluorophenyl)-6-methyl-4-oxo-4H-pyrido[1,2-a]-pyrimidine-2-carbaldehyde (1.3567 g, 4.806 mmol) in THF (48.06 mL) was added methylmagnesium bromide 3 M in Et2O (2.403 mL, 7.210 mmol) dropwise at 0° C. and the mixture was allowed to warm to rt and stirred at rt. After 5 h, the reaction was quenched with satd aq NH4Cl (50 mL) and water (50 mL) and extracted with EtOAc (50 mL×2). The combined organic layers were washed with water (50 mL×1), brine (50 mL×1), dried ove...